Dataset: the Open Reaction Database (ORD), a public repository of structured organic reaction records. Task: describe an organic reaction: reactants, conditions, products, and yield Starting materials: CC=1OC(=NN1)C(C)(C1=CC=C(C=C1)[N+](=O)[O-])C (2-methyl-5-[1-methyl-1-(4-nitro-phenyl)-ethyl]-[1,3,4]oxadiazole). Reagents/catalysts: [Pd] (Pd/C). Run in CCOC(=O)C (EtOAc). Reaction conditions: time 16 hour. Product: CC=1OC(=NN1)C(C)(C1=CC=C(C=C1)N)C (2-Methyl-5-[1-methyl-1-(4-amino-phenyl)-ethyl]-[1,3,4]oxadiazole). As a reaction SMILES: [CH3:1][C:2]1[O:3][C:4]([C:7]([CH3:18])([C:9]2[CH:14]=[CH:13][C:12]([N+:15]([O-])=O)=[CH:11][CH:10]=2)[CH3:8])=[N:5][N:6]=1>CCOC(C)=O.[Pd]>[CH3:1][C:2]1[O:3][C:4]([C:7]([CH3:18])([C:9]2[CH:10]=[CH:11][C:12]([NH2:15])=[CH:13][CH:14]=2)[CH3:8])=[N:5][N:6]=1. Procedure: A mixture of 2-methyl-5-[1-methyl-1-(4-nitro-phenyl)-ethyl]-[1,3,4]oxadiazole (1.36 g, 5.5 mmol.) and Pd/C (68 mg) in EtOAc (50 mL), was stirred under 1 atm of H2 for 16 h. The resultant was filtered over Celite®, and the filtrate was concentrated to give the titled compound as a pale yellow crystalline. MS: 218 (M+1) calc'd for C12H16N3O—218.12.